Dataset: the Open Reaction Database (ORD), a public repository of structured organic reaction records. Task: describe an organic reaction: reactants, conditions, products, and yield The reactants are O=C([O-])O, C1CCOC1, C=Cc1cc(C(=O)OC(C)(C)C)cc(Cl)n1, [O-][I+3]([O-])([O-])[O-], [Na+], [Na+], O. The product is CC(C)(C)OC(=O)c1cc(Cl)nc(C=O)c1. As a reaction SMILES: [C:23](=[O:24])([OH:25])[O-:26].[CH2:28]1[O:29][CH2:30][CH2:31][CH2:32]1.[Cl:1][c:2]1[cH:3][c:4]([C:5](=[O:6])[O:7][C:8]([CH3:9])([CH3:10])[CH3:11])[cH:12][c:13]([CH:15]=[CH2:16])[n:14]1.[I+3:17]([O-:18])([O-:19])([O-:20])[O-:21].[Na+:22].[Na+:27].[OH2:33]>>[Cl:1][c:2]1[cH:3][c:4]([C:5](=[O:6])[O:7][C:8]([CH3:9])([CH3:10])[CH3:11])[cH:12][c:13]([CH:15]=[O:18])[n:14]1. Yield: 107.0%. Reported procedure: (3-Fluorophenyl)magnesium bromide (203.2 mL×0.5 M ether, 102 mmol) was slowly added (via syringe) to a solution of (R)-3-(tert-butyldimethylsilyloxy)-4-chlorobutanenitrile (9.5 g, 40.6 mmol) in 120 mL of MTBE. The reaction was stirred for two hours and then DME (35 ml) was slowly added over 15 minutes, followed by EtOH (23 mL). After stirring for overnight, brine and 1 M NaOH (50 mL each) were added to the reaction. After stirring for one hour, the reaction mixture was filtered through Celite, r... Product: [Si](C)(C)(C(C)(C)C)O[C@H]1CN=C(C1)C1=CC(=CC=C1)F ((R)-3-(tert-butyldimethylsilyloxy)-5-(3-fluorophenyl)-3,4-dihydro-2H-pyrrole). Reactants: [OH-].[Na+] (NaOH), FC=1C=C(C=CC1)[Mg]Br ((3-Fluorophenyl)magnesium bromide), [Si](C)(C)(C(C)(C)C)O[C@H](CC#N)CCl ((R)-3-(tert-butyldimethylsilyloxy)-4-chlorobutanenitrile), COCCOC (DME). Run at time 2 hour. The solvent is [Cl-].[Na+].O (brine), CCO (EtOH), CC(C)(C)OC (MTBE). Reaction SMILES: [F:1][C:2]1[CH:3]=[C:4]([Mg]Br)[CH:5]=[CH:6][CH:7]=1.[Si:10]([O:17][C@@H:18]([CH2:22]Cl)[CH2:19][C:20]#[N:21])([C:13]([CH3:16])([CH3:15])[CH3:14])([CH3:12])[CH3:11].COCCOC.[OH-].[Na+]>CC(OC)(C)C.[Cl-].[Na+].O.CCO>[Si:10]([O:17][C@@H:18]1[CH2:19][C:20]([C:4]2[CH:5]=[CH:6][CH:7]=[C:2]([F:1])[CH:3]=2)=[N:21][CH2:22]1)([C:13]([CH3:16])([CH3:15])[CH3:14])([CH3:12])[CH3:11] |f:3.4,6.7.8|. The reactants are ClC1=C(C=C(C=C1)NC(C1=C(N=C(C=C1)C(F)(F)F)C)=O)B1OC(C(O1)(C)C)(C)C (N-(4-chloro-3-(4,4,5,5-tetramethyl-1,3,2-dioxaborolan-2-yl)phenyl)-2-methyl-6-(trifluoromethyl)nicotinamide), C(C)C1=CC(=NC=C1)Br (4-ethyl-2-bromopyridine). Yields the product ClC1=C(C=C(C=C1)NC(C1=C(N=C(C=C1)C(F)(F)F)C)=O)C1=NC=CC(=C1)CC (N-(4-chloro-3-(4-ethylpyridin-2-yl)phenyl)-2-methyl-6-(trifluoromethyl)nicotinamide). Reaction SMILES: [Cl:1][C:2]1[CH:7]=[CH:6][C:5]([NH:8][C:9](=[O:21])[C:10]2[CH:15]=[CH:14][C:13]([C:16]([F:19])([F:18])[F:17])=[N:12][C:11]=2[CH3:20])=[CH:4][C:3]=1B1OC(C)(C)C(C)(C)O1.[CH2:31]([C:33]1[CH:38]=[CH:37][N:36]=[C:35](Br)[CH:34]=1)[CH3:32]>>[Cl:1][C:2]1[CH:7]=[CH:6][C:5]([NH:8][C:9](=[O:21])[C:10]2[CH:15]=[CH:14][C:13]([C:16]([F:17])([F:19])[F:18])=[N:12][C:11]=2[CH3:20])=[CH:4][C:3]=1[C:35]1[CH:34]=[C:33]([CH2:31][CH3:32])[CH:38]=[CH:37][N:36]=1. Procedure details: N-(4-chloro-3-(4,4,5,5-tetramethyl-1,3,2-dioxaborolan-2-yl)phenyl)-2-methyl-6-(trifluoromethyl)nicotinamide (˜1 mmol) was used in Procedure A with 4-ethyl-2-bromopyridine (1 mmol). Purified by silica gel chromatography (0-60% ethyl acetate/hexanes) to yield N-(4-chloro-3-(4-ethylpyridin-2-yl)phenyl)-2-methyl-6-(trifluoromethyl)nicotinamide as a tan solid: MS (Q1) 419 (M)+. The reactants are ClC1=CC=C(C=C1)C1=C(CC(CC1)(C)C)CN1CCNCC1 (1-[2-(4-chloro-phenyl)-5,5-dimethyl-cyclohex-1-enylmethyl]-piperazine), BrC1=CC=C(CN2C(N(C3=C2C=C(C=C3)F)CCCOC3=CC=C(C=C3)F)=N)C=C1 (3-(4-bromo-benzyl)-5-fluoro-1-[3-(4-fluoro-phenoxy)-propyl]-1,3-dihydro-benzoimidazol-2-ylideneamine), C=1C=CC(=CC1)P(C=2C=CC=CC2)C3=CC=C4C=CC=CC4=C3C5=C6C=CC=CC6=CC=C5P(C=7C=CC=CC7)C=8C=CC=CC8 (BINAP), C(=O)([O-])[O-].[Cs+].[Cs+] (Cs2CO3). Reagents/catalysts: CC(=O)[O-].CC(=O)[O-].[Pd+2] (Pd(OAc)2). Run in C1(=CC=CC=C1)C (toluene), C1(=CC=CC=C1)C (toluene). Run at temperature 95 celsius. The product is ClC1=CC=C(C=C1)C1=C(CC(CC1)(C)C)CN1CCN(CC1)C1=CC=C(CN2C(N(C3=C2C=C(C=C3)F)CCCOC3=CC=C(C=C3)F)=N)C=C1 (3-(4-{4-[2-(4-chloro-phenyl)-5,5-dimethyl-cyclohex-1-enylmethyl]-piperazin-1-yl}-benzyl)-5-fluoro-1-[3-(4-fluoro-phenoxy)-propyl]-1,3-dihydro-benzoimidazol-2-ylideneamine). Isolated yield 43.5%. RXN SMILES: Br[C:2]1[CH:30]=[CH:29][C:5]([CH2:6][N:7]2[C:11]3[CH:12]=[C:13]([F:16])[CH:14]=[CH:15][C:10]=3[N:9]([CH2:17][CH2:18][CH2:19][O:20][C:21]3[CH:26]=[CH:25][C:24]([F:27])=[CH:23][CH:22]=3)[C:8]2=[NH:28])=[CH:4][CH:3]=1.C1C=CC(P(C2C(C3C(P(C4C=CC=CC=4)C4C=CC=CC=4)=CC=C4C=3C=CC=C4)=C3C(C=CC=C3)=CC=2)C2C=CC=CC=2)=CC=1.[Cl:77][C:78]1[CH:83]=[CH:82][C:81]([C:84]2[CH2:89][CH2:88][C:87]([CH3:91])([CH3:90])[CH2:86][C:85]=2[CH2:92][N:93]2[CH2:98][CH2:97][NH:96][CH2:95][CH2:94]2)=[CH:80][CH:79]=1.C([O-])([O-])=O.[Cs+].[Cs+]>C1(C)C=CC=CC=1.CC([O-])=O.CC([O-])=O.[Pd+2]>[Cl:77][C:78]1[CH:83]=[CH:82][C:81]([C:84]2[CH2:89][CH2:88][C:87]([CH3:90])([CH3:91])[CH2:86][C:85]=2[CH2:92][N:93]2[CH2:94][CH2:95][N:96]([C:2]3[CH:30]=[CH:29][C:5]([CH2:6][N:7]4[C:11]5[CH:12]=[C:13]([F:16])[CH:14]=[CH:15][C:10]=5[N:9]([CH2:17][CH2:18][CH2:19][O:20][C:21]5[CH:26]=[CH:25][C:24]([F:27])=[CH:23][CH:22]=5)[C:8]4=[NH:28])=[CH:4][CH:3]=3)[CH2:97][CH2:98]2)=[CH:80][CH:79]=1 |f:3.4.5,7.8.9|. Procedure details: To a degassed solution of 3-(4-bromo-benzyl)-5-fluoro-1-[3-(4-fluoro-phenoxy)-propyl]-1,3-dihydro-benzoimidazol-2-ylideneamine (0.060 g, 0.11 mmol) in toluene (2 ml) at rt under nitrogen was added Pd(OAc)2 (0.9 mg, 4.0 μmol) and BINAP (4.7 mg, 7.6 μmol). Nitrogen was bubbled through the mixture for 10 min before a degassed solution of 1-[2-(4-chloro-phenyl)-5,5-dimethyl-cyclohex-1-enylmethyl]-piperazine (49 mg, 0.15 mmol) in toluene (1 ml) was introduced. After 5 min Cs2CO3 (0.41 g, 1.27 mmol) w... The reactants are COC1=CC2=C(NC(=N2)SCC2=C(C=CC=C2)N)C=C1 (2-[[(5-methoxy-1H-benzimidazol-2-yl)thio]methyl]benzenamine), C(C)OCC (diethylether). Product: COC1=CC2=C(NC(=N2)S(=O)CC2=C(C=CC=C2)N)C=C1 (2-[[(5-Methoxy-1H-benzimidazol-2-yl)sulfinyl]methyl]benzenamine). RXN SMILES: [CH3:1][O:2][C:3]1[CH:20]=[CH:19][C:6]2[NH:7][C:8]([S:10][CH2:11][C:12]3[CH:17]=[CH:16][CH:15]=[CH:14][C:13]=3[NH2:18])=[N:9][C:5]=2[CH:4]=1.C([O:23]CC)C>>[CH3:1][O:2][C:3]1[CH:20]=[CH:19][C:6]2[NH:7][C:8]([S:10]([CH2:11][C:12]3[CH:17]=[CH:16][CH:15]=[CH:14][C:13]=3[NH2:18])=[O:23])=[N:9][C:5]=2[CH:4]=1. Procedure details: The title compound was prepared by the method of Example 3 using 1.20 g of the title product of Example 11 instead of the title product of Example 2. Trituration with diethylether gave 1.04 g of the title compound: m.p. 147-148° C. Analysis. Calc'd. for C15H15N3O2S: C, 59.78; H, 5.02; N,13.94; S, 10.64. Found: C, 59.30; H, 4.95; N, 13.55; S, 10.73. Starting materials: NC[C@H]1N(CCC[C@H]1C)C(=O)C1=C(C=CC(=C1)F)N1N=CC=N1 (((2S,3R)-2-(aminomethyl)-3-methylpiperidin-1-yl)(5-fluoro-2-(2H-1,2,3-triazol-2-yl)phenyl)methanone), ClC1=NC=C(C=N1)C(F)(F)F (2-chloro-5-(trifluoromethyl)pyrimidine). Yields the product FC=1C=CC(=C(C1)C(=O)N1[C@@H]([C@@H](CCC1)C)CNC1=NC=C(C=N1)C(F)(F)F)N1N=CC=N1 ((5-Fluoro-2-(2H-1,2,3-triazol-2-yl)phenyl)((2S,3R)-3-methyl-2-(((5-(trifluoromethyl)pyrimidin-2-yl)amino)methyl)piperidin-1-yl)methanone). Reaction SMILES: [NH2:1][CH2:2][C@@H:3]1[C@H:8]([CH3:9])[CH2:7][CH2:6][CH2:5][N:4]1[C:10]([C:12]1[CH:17]=[C:16]([F:18])[CH:15]=[CH:14][C:13]=1[N:19]1[N:23]=[CH:22][CH:21]=[N:20]1)=[O:11].Cl[C:25]1[N:30]=[CH:29][C:28]([C:31]([F:34])([F:33])[F:32])=[CH:27][N:26]=1>>[F:18][C:16]1[CH:15]=[CH:14][C:13]([N:19]2[N:23]=[CH:22][CH:21]=[N:20]2)=[C:12]([C:10]([N:4]2[CH2:5][CH2:6][CH2:7][C@@H:8]([CH3:9])[C@H:3]2[CH2:2][NH:1][C:25]2[N:30]=[CH:29][C:28]([C:31]([F:34])([F:33])[F:32])=[CH:27][N:26]=2)=[O:11])[CH:17]=1. Procedure details: The title compound was prepared following the same general protocol as described for Example A45 using ((2S,3R)-2-(aminomethyl)-3-methylpiperidin-1-yl)(5-fluoro-2-(2H-1,2,3-triazol-2-yl)phenyl)methanone and 2-chloro-5-(trifluoromethyl)pyrimidine. MS (ESI) 464 (M+H).